This data is from the Open Reaction Database (ORD), a public repository of structured organic reaction records. The task is: describe an organic reaction: reactants, conditions, products, and yield The reactants are C(C(C)(C)C)(=O)Cl (pivaloyl chloride), final solution, CC=1C(=C(C(=C(O)C1)C)C)O (trimethylhydroquinone), N1=CC=CC=C1 (pyridine). Solvent: ClCCl (dichloromethane), ClCCl (dichloromethane). Product: CC(C(=O)OC1=C(C(=C(C=C1C)O)C)C)(C)C (2,2-Dimethylpropanoic acid, 4-hydroxy-2,3,6-trimethylphenyl ester). RXN SMILES: [CH3:1][C:2]1[C:3]([OH:11])=[C:4]([CH3:10])[C:5]([CH3:9])=[C:6]([CH:8]=1)[OH:7].N1C=CC=CC=1.[C:18](Cl)(=[O:23])[C:19]([CH3:22])([CH3:21])[CH3:20]>ClCCl>[CH3:20][C:19]([CH3:22])([CH3:21])[C:18]([O:11][C:3]1[C:2]([CH3:1])=[CH:8][C:6]([OH:7])=[C:5]([CH3:9])[C:4]=1[CH3:10])=[O:23]. Procedure: A 500 mL round bottom flask is equipped with a stirring bar and charged with 15.2 g (100 mmol) of trimethylhydroquinone and 23.7 g (3×100 mmol) of pyridine in 100 mL dichloromethane. The solution is stirred at ambient temperature and a solution of 20.8 g (100 mmol) of pivaloyl chloride in 100 mL of dichloromethane is added over 15 minutes. The final solution is stirred at ambient temperature for 48 hours, then washed with 1×100 mL of 3N hydrochloric acid solution, 1×50 mL of 3N hydrochloric acid... Starting materials: CCC1(CC(=O)OC)CCCCC1=O, CCOC(C)=O, C1CCOC1, O, OO. Yields the product CCC1(CC(=O)OC)CCC=CC1=O. As a reaction SMILES: [C:1](=[O:2])([O:3][CH3:4])[CH2:5][C:6]1([CH2:13][CH3:14])[C:7](=[O:12])[CH2:8][CH2:9][CH2:10][CH2:11]1.[CH3:23][CH2:24][O:25][C:26](=[O:27])[CH3:28].[O:16]1[CH2:17][CH2:18][CH2:19][CH2:20]1.[OH2:15].[OH:21][OH:22]>>[C:1](=[O:2])([O:3][CH3:4])[CH2:5][C:6]1([CH2:13][CH3:14])[C:7](=[O:12])[CH:8]=[CH:9][CH2:10][CH2:11]1. Starting materials: C(C)(C)(C)OC(=O)NC1=CN=C(C=C1C(=O)O)F (5-tert-butoxycarbonylamino-2-fluoro-isonicotinic acid), C[Si](C)(C)C=[N+]=[N-] ((trimethylsilyl)diazomethane). Solvent: CO (methanol), C(Cl)(Cl)Cl (chloroform), hexanes. Reaction conditions: time 2 hour. Yields the product C(C)(C)(C)OC(=O)NC1=CN=C(C=C1C(=O)OC)F (5-tert-butoxycarbonylamino-2-fluoro-isonicotinic acid, methyl ester). The yield is 73.0%. Reaction SMILES: [C:1]([O:5][C:6]([NH:8][C:9]1[C:14]([C:15]([OH:17])=[O:16])=[CH:13][C:12]([F:18])=[N:11][CH:10]=1)=[O:7])([CH3:4])([CH3:3])[CH3:2].[CH3:19][Si](C=[N+]=[N-])(C)C>CO.C(Cl)(Cl)Cl>[C:1]([O:5][C:6]([NH:8][C:9]1[C:14]([C:15]([O:17][CH3:19])=[O:16])=[CH:13][C:12]([F:18])=[N:11][CH:10]=1)=[O:7])([CH3:4])([CH3:2])[CH3:3]. Procedure: To 44 g of 5-tert-butoxycarbonylamino-2-fluoro-isonicotinic acid in 100 mL of methanol and 300 mL of chloroform at 0° C. was added 200 mL of 2 M (trimethylsilyl)diazomethane in hexanes. After allowing the reaction to warm to ambient temperature and stirring for 2 hours, the solvents were removed and the crude product purified by passing through a plug of silica gel with chloroform. The product was then recrystallized from hexanes to give 32.6 g (73%) of 5-tert-butoxycarbonylamino-2-fluoro-isonic... Reactants: ClCCCl, CCC(CC)C(=O)O, CCOC(=O)C1CCCN1, ClCCl, Cl, On1nnc2ccccc21. Yields the product CCOC(=O)C1CCCN1C(=O)C(CC)CC. Reaction SMILES: [CH2:19]([Cl:20])[CH2:21][Cl:22].[CH2:1]([CH3:2])[CH:3]([C:4](=[O:5])[OH:6])[CH2:7][CH3:8].[CH2:24]([CH3:25])[O:26][C:27](=[O:28])[CH:29]1[NH:30][CH2:31][CH2:32][CH2:33]1.[Cl:34][CH2:35][Cl:36].[ClH:23].[OH:9][n:10]1[c:11]2[c:12]([cH:13][cH:14][cH:15][cH:16]2)[n:17][n:18]1>>[CH2:1]([CH3:2])[CH:3]([C:4](=[O:6])[N:30]1[CH:29]([C:27]([O:26][CH2:24][CH3:25])=[O:28])[CH2:33][CH2:32][CH2:31]1)[CH2:7][CH3:8]. Starting materials: CCN=C=NCCCN(C)C.Cl (EDCI.HCl), NC=1C(N(C(NC1N)=O)CCC)=O (5,6-diamino-3-propyl-1H-pyrimidine-2,4-dione), FC(C=1C=C(CN2N=CC(=C2)C(=O)O)C=CC1)(F)F (1-(3-Trifluoromethyl-benzyl)-1H-pyrazole-4-carboxylic acid), pyrazole-4-carboxylic ester. Solvent: CO (methanol). Run at temperature 0 celsius, time 6 hour. The product is NC1=C(C(N(C(N1)=O)CCC)=O)NC(=O)C=1C=NN(C1)CC1=CC(=CC=C1)C(F)(F)F (1-(3-Trifluoromethyl-benzyl)-1H-pyrazole-4-carboxylic acid (6-amino-2,4-dioxo-3-propyl-1,2,3,4-tetrahydro-pyrimidin-5-yl)-amide). Isolated yield 71.7%. As a reaction SMILES: [NH2:1][C:2]1[C:3](=[O:13])[N:4]([CH2:10][CH2:11][CH3:12])[C:5](=[O:9])[NH:6][C:7]=1[NH2:8].[F:14][C:15]([F:32])([F:31])[C:16]1[CH:17]=[C:18]([CH:28]=[CH:29][CH:30]=1)[CH2:19][N:20]1[CH:24]=[C:23]([C:25](O)=[O:26])[CH:22]=[N:21]1.CCN=C=NCCCN(C)C.Cl>CO>[NH2:8][C:7]1[NH:6][C:5](=[O:9])[N:4]([CH2:10][CH2:11][CH3:12])[C:3](=[O:13])[C:2]=1[NH:1][C:25]([C:23]1[CH:22]=[N:21][N:20]([CH2:19][C:18]2[CH:28]=[CH:29][CH:30]=[C:16]([C:15]([F:32])([F:14])[F:31])[CH:17]=2)[CH:24]=1)=[O:26] |f:2.3|. Procedure details: A mixture of 5,6-diamino-3-propyl-1H-pyrimidine-2,4-dione (4.25 g, 0.023 mol), 1-(3-Trifluoromethyl-benzyl)-1H-pyrazole-4-carboxylic acid (6.23 g, 0.023 mol), prepared by conventional methods starting from pyrazole-4-carboxylic ester, in methanol (50 ml) were cooled to 0° C. and added EDCI.HCl (8.82 g, 0.046 mol). The reaction mixture was stirred at 25° C. for 6 h and the organic volatiles were evaporated. To this residue water (50 ml) was added and the precipitate was filtered off, and washed w...